From a dataset of the Open Reaction Database (ORD), a public repository of structured organic reaction records. describe an organic reaction: reactants, conditions, products, and yield Run in O1CCCC1 (tetrahydrofuran). The reactants are N (ammonia), O1C(OCC1)C1=C(SC=C1)S(=O)(=O)Cl (3-(1,3-dioxolan-2-yl)thiophene-2-sulfonyl chloride). The product is O1C(OCC1)C1=C(SC=C1)S(=O)(=O)N (3-(1,3-Dioxolan-2-yl)thiophene-2-sulfonamide). Reaction SMILES: [NH3:1].[O:2]1[CH2:6][CH2:5][O:4][CH:3]1[C:7]1[CH:11]=[CH:10][S:9][C:8]=1[S:12](Cl)(=[O:14])=[O:13]>O1CCCC1>[O:2]1[CH2:6][CH2:5][O:4][CH:3]1[C:7]1[CH:11]=[CH:10][S:9][C:8]=1[S:12]([NH2:1])(=[O:14])=[O:13]. Procedure: To 5 ml of liquified ammonia gas dissolved in 50 ml of tetrahydrofuran was added dropwise with stirring and cooling 12.7 g of 3-(1,3-dioxolan-2-yl)thiophene-2-sulfonyl chloride. After stirring overnight at ambient temperature, the tetrahydrofuran was removed in vacuo, water was added to the residue and the mixture was extracted twice with 75 ml of methylene chloride. After washing the combined methylene chloride extracts with water, drying over magnesium sulfate, filtering off the drying agent a... The reactants are CCOC(=O)COc1ccc(C(=O)CBr)cc1, CC#N, c1cc(N2CCNCC2)ccn1. Product: CCOC(=O)COc1ccc(C(=O)CN2CCN(c3ccncc3)CC2)cc1. As a reaction SMILES: [Br:1][CH2:2][C:3](=[O:4])[c:5]1[cH:6][cH:7][c:8]([O:9][CH2:10][C:11](=[O:12])[O:13][CH2:14][CH3:15])[cH:16][cH:17]1.[CH3:30][C:31]#[N:32].[n:18]1[cH:19][cH:20][c:21]([N:24]2[CH2:25][CH2:26][NH:27][CH2:28][CH2:29]2)[cH:22][cH:23]1>>[CH2:2]([C:3](=[O:4])[c:5]1[cH:6][cH:7][c:8]([O:9][CH2:10][C:11](=[O:12])[O:13][CH2:14][CH3:15])[cH:16][cH:17]1)[N:27]1[CH2:26][CH2:25][N:24]([c:21]2[cH:20][cH:19][n:18][cH:23][cH:22]2)[CH2:29][CH2:28]1. The reactants are COC(=O)c1ccc(CC(=O)O)c(C)c1, C1CC(CN2CCNCC2)C1, CCN(C(C)C)C(C)C, O=C(Cl)C(=O)Cl, ClCCl, Cl, Cl, CN(C)C=O. Product: COC(=O)c1ccc(CC(=O)N2CCN(CC3CCC3)CC2)c(C)c1. Reaction SMILES: [CH3:7][O:8][C:9]([c:10]1[cH:11][c:12]([CH3:20])[c:13]([CH2:16][C:17](=[O:18])[OH:19])[cH:14][cH:15]1)=[O:21].[CH:24]1([CH2:28][N:29]2[CH2:30][CH2:31][NH:32][CH2:33][CH2:34]2)[CH2:25][CH2:26][CH2:27]1.[CH:35]([N:36]([CH2:37][CH3:38])[CH:39]([CH3:40])[CH3:41])([CH3:42])[CH3:43].[Cl:1][C:2]([C:3]([Cl:4])=[O:5])=[O:6].[Cl:44][CH2:45][Cl:46].[ClH:22].[ClH:23].[O:47]=[CH:48][N:49]([CH3:50])[CH3:51]>>[CH3:7][O:8][C:9]([c:10]1[cH:11][c:12]([CH3:20])[c:13]([CH2:16][C:17](=[O:19])[N:32]2[CH2:31][CH2:30][N:29]([CH2:28][CH:24]3[CH2:25][CH2:26][CH2:27]3)[CH2:34][CH2:33]2)[cH:14][cH:15]1)=[O:21]. The reactants are C(C1=CC=C(C=C1)OC)(=O)Cl (p-anisoyl chloride), NC1=C(CCC2N(CCCC2)C)C=CC=C1 (2-(2-Aminophenethyl)-1-methylpiperidine), 5o. Solvent: CC(=O)C (acetone). Run at time 16 hour. Yields the product CN1CCCCC1CCC=2C=CC=CC2NC(=O)C=3C=CC(=CC3)OC.Cl (encainide hydrochloride). Yield: 60.4%. Reaction SMILES: [NH2:1][C:2]1[CH:16]=[CH:15][CH:14]=[CH:13][C:3]=1[CH2:4][CH2:5][CH:6]1[CH2:11][CH2:10][CH2:9][CH2:8][N:7]1[CH3:12].[C:17]([Cl:27])(=[O:26])[C:18]1[CH:23]=[CH:22][C:21]([O:24][CH3:25])=[CH:20][CH:19]=1>CC(C)=O>[CH3:12][N:7]1[CH:6]([CH2:5][CH2:4][C:3]2[CH:13]=[CH:14][CH:15]=[CH:16][C:2]=2[NH:1][C:17]([C:18]2[CH:19]=[CH:20][C:21]([O:24][CH3:25])=[CH:22][CH:23]=2)=[O:26])[CH2:11][CH2:10][CH2:9][CH2:8]1.[ClH:27] |f:3.4|. Reported procedure: Unpurified 2-(2-aminophenethyl)-1-methylpiperidine (II; 14.3 g, 0.066 moles) was dissolved in 100 mL dry acetone and p-anisoyl chloride (12.1 g, 0.071 mole) was added. The reaction mixture was stirred for 16 hours, cooled to 5o, and filtered. The solid material was washed with 25 mL of cold acetone and dried in vacuo at 25o for 6 hours. The dried solid was recrystallized from isopropanol-methanol to give 15.5 g of encainide hydrochloride, m.p. 183°-185°.